From a dataset of the Open Reaction Database (ORD), a public repository of structured organic reaction records. describe an organic reaction: reactants, conditions, products, and yield Reactants: C(C)(=O)O[C@H]1[C@H]([C@@H](C[C@@H]1N1C(NC2=C1C=C(C(=C2)Cl)Cl)=S)COC(C)=O)OC(C)=O ((±)-(1R*,2S*,3S*,5S*)-3-(acetoxymethyl)-5-(5,6-dichloro-2,3-dihydro-2-thioxo-1H-benzimidazol-1-yl)-1,2-cyclopentanediyl diacetate), C(C1=CC=CC=C1)Br (benzyl bromide), C([O-])([O-])=O.[K+].[K+] (potassium carbonate). Run in O1CCOCC1 (dioxane). Conditions: time 2.5 day. The product is C(C1=CC=CC=C1)SC1=NC2=C(N1[C@H]1C[C@H]([C@@H]([C@@H]1O)O)CO)C=C(C(=C2)Cl)Cl ((±)-(1R*,2S*,3S*,5S*)-5-[2-(Benzylthio)-5,6-dichloro-1H-benzimidazol-1-yl]-3-(hydroxymethyl)-1,2-cyclopentanediol). Yield: 65.0%. Reaction SMILES: C([O:4][C@@H:5]1[C@@H:9]([N:10]2[C:14]3[CH:15]=[C:16]([Cl:20])[C:17]([Cl:19])=[CH:18][C:13]=3[NH:12][C:11]2=[S:21])[CH2:8][C@@H:7]([CH2:22][O:23]C(=O)C)[C@@H:6]1[O:27]C(=O)C)(=O)C.[CH2:31](Br)[C:32]1[CH:37]=[CH:36][CH:35]=[CH:34][CH:33]=1.C(=O)([O-])[O-].[K+].[K+]>O1CCOCC1>[CH2:31]([S:21][C:11]1[N:10]([C@@H:9]2[C@@H:5]([OH:4])[C@@H:6]([OH:27])[C@H:7]([CH2:22][OH:23])[CH2:8]2)[C:14]2[CH:15]=[C:16]([Cl:20])[C:17]([Cl:19])=[CH:18][C:13]=2[N:12]=1)[C:32]1[CH:37]=[CH:36][CH:35]=[CH:34][CH:33]=1 |f:2.3.4|. Procedure: A mixture of (±)-(1R*,2S*,3S*,5S*)-3-(acetoxymethyl)-5-(5,6-dichloro-2,3-dihydro-2-thioxo-1H-benzimidazol-1-yl)-1,2-cyclopentanediyl diacetate (0.50 g, 1.05 mmol), benzyl bromide (0.3 mL, 2.5 mmol) and anhydrous potassium carbonate (0.145 g, 1.05 mequiv as 98%) in dioxane (5 mL) was stirred vigorously at ambient temperature for 2.5 days. Volatiles were evaporated in vacuo and the residue partitioned between chloroform and water. The chloroform layer was dried(sodium sulfate) and concentrated to ... The reactants are CCN(c1nc(C)cc(N2CCC(=O)CC2)n1)c1ccc(C(C)C)cc1Br, [Li]CCCC, CCCCCC, [Cl-], [NH4+], C1CCOC1, c1ccoc1. Yields the product CCN(c1nc(C)cc(N2CCC(O)(c3ccco3)CC2)n1)c1ccc(C(C)C)cc1Br. As a reaction SMILES: [Br:11][c:12]1[c:13]([N:21]([CH2:22][CH3:23])[c:24]2[n:25][c:26]([CH3:37])[cH:27][c:28]([N:30]3[CH2:31][CH2:32][C:33](=[O:36])[CH2:34][CH2:35]3)[n:29]2)[cH:14][cH:15][c:16]([CH:18]([CH3:19])[CH3:20])[cH:17]1.[CH2:6]([Li:7])[CH2:8][CH2:9][CH3:10].[CH3:45][CH2:46][CH2:47][CH2:48][CH2:49][CH3:50].[Cl-:38].[NH4+:39].[O:40]1[CH2:41][CH2:42][CH2:43][CH2:44]1.[cH:1]1[cH:2][cH:3][o:4][cH:5]1>>[cH:1]1[cH:2][c:3]([C:33]2([OH:36])[CH2:32][CH2:31][N:30]([c:28]3[cH:27][c:26]([CH3:37])[n:25][c:24]([N:21]([c:13]4[c:12]([Br:11])[cH:17][c:16]([CH:18]([CH3:19])[CH3:20])[cH:15][cH:14]4)[CH2:22][CH3:23])[n:29]3)[CH2:35][CH2:34]2)[o:4][cH:5]1. The reactants are C1CCOC1, C[Si](C)(C)[N-][Si](C)(C)C, CC(=O)CS(=O)(=O)C(c1ccc(Cl)cc1)c1ccc(Cl)cc1, O=S(=O)(NF)c1ccccc1, [Li+], O. The product is CC(=O)C(F)S(=O)(=O)C(c1ccc(Cl)cc1)c1ccc(Cl)cc1. Reaction SMILES: [CH2:44]1[O:45][CH2:46][CH2:47][CH2:48]1.[CH3:24][Si:25]([N-:26][Si:27]([CH3:28])([CH3:29])[CH3:30])([CH3:31])[CH3:32].[Cl:1][c:2]1[cH:3][cH:4][c:5]([CH:8]([S:9](=[O:10])(=[O:11])[CH2:12][C:13]([CH3:14])=[O:15])[c:16]2[cH:17][cH:18][c:19]([Cl:22])[cH:20][cH:21]2)[cH:6][cH:7]1.[F:33][NH:34][S:35]([c:36]1[cH:37][cH:38][cH:39][cH:40][cH:41]1)(=[O:42])=[O:43].[Li+:23].[OH2:49]>>[Cl:1][c:2]1[cH:3][cH:4][c:5]([CH:8]([S:9](=[O:10])(=[O:11])[CH:12]([C:13]([CH3:14])=[O:15])[F:33])[c:16]2[cH:17][cH:18][c:19]([Cl:22])[cH:20][cH:21]2)[cH:6][cH:7]1.